Dataset: the Open Reaction Database (ORD), a public repository of structured organic reaction records. Task: describe an organic reaction: reactants, conditions, products, and yield Reactants: C(C)(=O)C1=NC=C(N=C1C)C (2-Acetyl-3,5-dimethylpyrazine), Cl.NO (hydroxylamine hydrochloride), O.O.O.C(C)(=O)[O-].[Na+] (sodium acetate trihydrate). The solvent is CO (methanol). Product: CC=1C(=NC=C(N1)C)C(C)=NO (3,5-dimethyl-2-(1-hydroximinoethyl)pyrazine). Isolated yield 87.1%. Reaction SMILES: [C:1]([C:4]1[C:9]([CH3:10])=[N:8][C:7]([CH3:11])=[CH:6][N:5]=1)(=O)[CH3:2].Cl.[NH2:13][OH:14].O.O.O.C([O-])(=O)C.[Na+]>CO>[CH3:10][C:9]1[C:4]([C:1](=[N:13][OH:14])[CH3:2])=[N:5][CH:6]=[C:7]([CH3:11])[N:8]=1 |f:1.2,3.4.5.6.7|. Procedure: 2-Acetyl-3,5-dimethylpyrazine (2.65 g), hydroxylamine hydrochloride (2.5 g) and sodium acetate trihydrate (3.5 g) were refluxed in methanol (50 ml) for 1 hour. The reaction mixture was concentrated, diluted with water (75 ml) and extracted with ethyl acetate. The combined extracts were dried and concentrated to give an oil which was triturated with ether and 60°-80° C. petrol to give 3,5-dimethyl-2-(1-hydroximinoethyl)pyrazine (2.54g, 87% yield) as a white solid (m.p. 85°-89° C.) and as a 1:1 mi... Reactants: CCC#N, COC(=O)c1ccc(C#N)cc1, CC(C)(C)[O-], [K+], C1CCOC1. Product: CC(C#N)C(=O)c1ccc(C#N)cc1. Reaction SMILES: [C:7]([CH2:8][CH3:9])#[N:10].[CH3:11][O:12][C:13]([c:14]1[cH:15][cH:16][c:17]([C:20]#[N:21])[cH:18][cH:19]1)=[O:22].[CH3:1][C:2]([CH3:3])([O-:4])[CH3:5].[K+:6].[O:23]1[CH2:24][CH2:25][CH2:26][CH2:27]1>>[C:7]([CH:8]([CH3:9])[C:13]([c:14]1[cH:15][cH:16][c:17]([C:20]#[N:21])[cH:18][cH:19]1)=[O:22])#[N:10]. Reactants: N1(C=NC=C1)CCCCCOC1=CC=C(C=C1)O (p-[5-(1-imidazolyl)pentyloxy]phenol), BrCCCCC(C(=O)OCC)(C)C (ethyl 6-bromo-2,2-dimethylhexanoate), N1(C=NC=C1)CCCOC1=CC=C(C=C1)O (p-[3-(1-Imidazolyl)propoxy]phenol), BrCCCCCC(C(=O)OCC)(C)C (ethyl 7-bromo-2,2-dimethylheptanoate). The product is desired product, N1(C=NC=C1)CCCOC1=CC=C(OCCCCCC(C(=O)OCC)(C)C)C=C1 (ethyl 7-[p-[3-(1-imidazolyl)propoxy]phenoxy]-2,2-dimethylheptanoate). As a reaction SMILES: [N:1]1([CH2:6][CH2:7][CH2:8][O:9][C:10]2[CH:15]=[CH:14][C:13]([OH:16])=[CH:12][CH:11]=2)[CH:5]=[CH:4][N:3]=[CH:2]1.Br[CH2:18][CH2:19][CH2:20][CH2:21][CH2:22][C:23]([CH3:30])([CH3:29])[C:24]([O:26][CH2:27][CH3:28])=[O:25].N1(CCCCCOC2C=CC(O)=CC=2)C=CN=C1.BrCCCCC(C)(C)C(OCC)=O>>[N:1]1([CH2:6][CH2:7][CH2:8][O:9][C:10]2[CH:11]=[CH:12][C:13]([O:16][CH2:18][CH2:19][CH2:20][CH2:21][CH2:22][C:23]([CH3:29])([CH3:30])[C:24]([O:26][CH2:27][CH3:28])=[O:25])=[CH:14][CH:15]=2)[CH:5]=[CH:4][N:3]=[CH:2]1. Procedure: p-[3-(1-Imidazolyl)propoxy]phenol and ethyl 7-bromo-2,2-dimethylheptanoate were used as starting compounds in place of p-[5-(1-imidazolyl)pentyloxy]phenol and ethyl 6-bromo-2,2-dimethylhexanoate, respectively, in EXAMPLE 30. The starting compounds were heated and treated in a manner similar to EXAMPLE 30 to give the desired product, ethyl 7-[p-[3-(1-imidazolyl)propoxy]phenoxy]-2,2-dimethylheptanoate, as an oily substance. Reactants: C(CCC)C(C(C)=O)C=C (3-butyl-4-penten-2-one), ClC1=CC(=CC=C1)C(=O)OO (m-chloroperbenzoic acid), O (water). Solvent: ClCCl (dichloromethane). Conditions: time 1 hour. The product is C(CCC)C(C(C)=O)C1CO1 (3-butyl-4,5-epoxy-pentan-2-one). Yield: 85.3%. RXN SMILES: [CH2:1]([CH:5]([CH:9]=[CH2:10])[C:6](=[O:8])[CH3:7])[CH2:2][CH2:3][CH3:4].ClC1C=CC=C(C(OO)=[O:19])C=1.O>ClCCl>[CH2:1]([CH:5]([CH:9]1[O:19][CH2:10]1)[C:6](=[O:8])[CH3:7])[CH2:2][CH2:3][CH3:4]. Procedure: To a solution of 3-butyl-4-penten-2-one (14.0 g) in dichloromethane (100 ml) was added m-chloroperbenzoic acid (26.0 g) at 0° to 5° C., and the mixture was stirred at the same temperature for 1 hour and then at 20° C. for 12 hours. The reaction solution was then poured into water, followed by phase separation. The dichloromethane layer was washed with an aqueous sodium hydrogen carbonate solution and then with an aqueous sodium sulfite solution, followed by concentrating. The residue was distill... The reactants are CCOC(=O)c1csc(N2CCCC(CNC(=O)OCc3ccccc3)C2)n1, C1CCOC1, [Li+], [OH-]. The product is O=C(NCC1CCCN(c2nc(C(=O)O)cs2)C1)OCc1ccccc1. As a reaction SMILES: [CH2:1]([CH3:2])[O:3][C:4](=[O:5])[c:6]1[n:7][c:8]([N:11]2[CH2:12][CH:13]([CH2:17][NH:18][C:19](=[O:20])[O:21][CH2:22][c:23]3[cH:24][cH:25][cH:26][cH:27][cH:28]3)[CH2:14][CH2:15][CH2:16]2)[s:9][cH:10]1.[CH2:31]1[O:32][CH2:33][CH2:34][CH2:35]1.[Li+:30].[OH-:29]>>[O:3]=[C:4]([OH:5])[c:6]1[n:7][c:8]([N:11]2[CH2:12][CH:13]([CH2:17][NH:18][C:19](=[O:20])[O:21][CH2:22][c:23]3[cH:24][cH:25][cH:26][cH:27][cH:28]3)[CH2:14][CH2:15][CH2:16]2)[s:9][cH:10]1. Reactants: C1CCOC1, CC(C)C1COC(=O)N1C(=O)C1CC2CCC1O2, [Li+], [Li], C=[N+]=[N-], [OH-], OO. The product is COC(=O)C1CC2CCC1O2. As a reaction SMILES: [CH2:27]1[O:28][CH2:29][CH2:30][CH2:31]1.[CH:1]12[CH:2]([C:8](=[O:9])[N:10]3[CH:11]([CH:12]([CH3:13])[CH3:14])[CH2:15][O:16][C:17]3=[O:18])[CH2:3][CH:4]([CH2:5][CH2:6]1)[O:7]2.[Li+:22].[Li:21].[N+:24](=[N-:25])=[CH2:26].[OH-:23].[OH:19][OH:20]>>[CH:1]12[CH:2]([C:8](=[O:9])[O:23][CH3:26])[CH2:3][CH:4]([CH2:5][CH2:6]1)[O:7]2.